From a dataset of the Open Reaction Database (ORD), a public repository of structured organic reaction records. describe an organic reaction: reactants, conditions, products, and yield Reactants: ClC=1C=CC2=C([C@@H](CNCC2)C)C1Cl ((S)-8,9-dichloro-1-methyl-2,3,4,5-tetrahydro-1H-3-benzazepine), CN1CCC2=C([C@H](C1)C)C(=C(C=C2)Cl)Cl ((R)-N-methyl-8,9-dichloro-1-methyl-2,3,4,5-tetrahydro-1H-3-benzazepine). The product is CN1CCC2=C([C@@H](C1)C)C(=C(C=C2)Cl)Cl ((S)-N-methyl-8,9-dichloro-1-methyl-2,3,4,5-tetrahydro-1H-3-benzazepine). As a reaction SMILES: ClC1C=CC2CCNC[C@@H](C)C=2C=1Cl.[CH3:15][N:16]1[CH2:22][C@H:21]([CH3:23])[C:20]2[C:24]([Cl:29])=[C:25]([Cl:28])[CH:26]=[CH:27][C:19]=2[CH2:18][CH2:17]1>>[CH3:15][N:16]1[CH2:22][C@@H:21]([CH3:23])[C:20]2[C:24]([Cl:29])=[C:25]([Cl:28])[CH:26]=[CH:27][C:19]=2[CH2:18][CH2:17]1. Procedure details: Compound 10 was prepared from (S)-8,9-dichloro-1-methyl-2,3,4,5-tetrahydro-1H-3-benzazepine utilizing a similar procedure as described herein for the preparation of Compound 9. 1H NMR (400 MHz, CDCl3) δ 7.19 (d, J=8 Hz, 1H), 6.89 (d, J=8 Hz, 1H), 3.91-3.88 (m, 1H), 3.28 (ddd, J=15, 12, 2 Hz, 1H), 2.99-2.88 (m, 2H), 2.68 (ddd, J=15, 5, 1 Hz, 1H), 2.36-2.32 (m, 4H), 2.13 (t, J=11 Hz, 1H), 1.27 (d, J=7 Hz, 3H). MS calculated for C12H15Cl2N+H: 243, observed: 243. Reactants: CN(C)CC1CCC=2N(C3=CC=CC=C3C2C1=O)C (3-[(dimethylamino)methyl]-1,2,3,9-tetrahydro-9-methyl-4H-carbazol-4-one), IC (iodomethane). Yields the product [I-].C[N+](CC1CCC=2N(C3=CC=CC=C3C2C1=O)C)(C)C (2,3,4,9-Tetrahydro-N,N,N,9-tetramethyl-4-oxo-1H-carbazole-3-methanaminium iodide). RXN SMILES: [CH3:1][N:2]([CH2:4][CH:5]1[C:17](=[O:18])[C:16]2[C:15]3[C:10](=[CH:11][CH:12]=[CH:13][CH:14]=3)[N:9]([CH3:19])[C:8]=2[CH2:7][CH2:6]1)[CH3:3].[I:20][CH3:21]>>[I-:20].[CH3:3][N+:2]([CH3:21])([CH3:1])[CH2:4][CH:5]1[C:17](=[O:18])[C:16]2[C:15]3[C:10](=[CH:11][CH:12]=[CH:13][CH:14]=3)[N:9]([CH3:19])[C:8]=2[CH2:7][CH2:6]1 |f:2.3|. Procedure: A suspension of 3-[(dimethylamino)methyl]-1,2,3,9-tetrahydro-9-methyl-4H-carbazol-4-one (3.80 g) in iodomethane (100 ml) was stirred at reflux for 57 h. The resulting suspension was concentrated in vacuo to give the title methanaminium iodide as a solid (5.72 g) m.p. 192°-195°. Procedure: The compound (81.2 mg) obtained in Example 47-3 was dissolved in methanol (3.2 ml) and then added with quinoline-2-aldehyde (36.5 mg) and sodium cyanoborohydride (24.3 mg). Then, the solution was adjusted to pH 5 with acetic acid and then stirred at room temperature for 14 hours. After completion of the reaction, a 1 mol/l sodium hydroxide aqueous solution was added to the reaction solution, followed by separation/extraction with chloroform. The organic layer was dried with anhydrous sodium sulf... The solvent is CO (methanol), C(C)(=O)O (acetic acid). RXN SMILES: C(N(CCC)[C:5]1[CH:10]=[CH:9][C:8]([NH:11][C:12](=[O:27])[C:13]2[CH:18]=[CH:17][C:16]([CH2:19][NH:20][CH2:21][C:22]3[NH:23][CH:24]=[CH:25][N:26]=3)=[CH:15][CH:14]=2)=[CH:7][CH:6]=1)CC.[N:31]1[C:40]2[C:35](=[CH:36][CH:37]=[CH:38][CH:39]=2)[CH:34]=[CH:33][C:32]=1[CH:41]=O.[C:43]([BH3-])#[N:44].[Na+].[OH-].[Na+]>CO.C(O)(=O)C>[CH2:6]([N:44]([CH2:43][C:5]1[CH:6]=[CH:7][C:8]([NH:11][C:12](=[O:27])[C:13]2[CH:14]=[CH:15][C:16]([CH2:19][N:20]([CH2:21][C:22]3[NH:26][CH:25]=[CH:24][N:23]=3)[CH2:41][C:32]3[CH:33]=[CH:34][C:35]4[C:40](=[CH:39][CH:38]=[CH:37][CH:36]=4)[N:31]=3)=[CH:17][CH:18]=2)=[CH:9][CH:10]=1)[CH2:7][CH2:8][CH3:9])[CH2:5][CH3:10] |f:2.3,4.5|. Reaction conditions: time 14 hour. Starting materials: [OH-].[Na+] (sodium hydroxide), N1=C(C=CC2=CC=CC=C12)C=O (quinoline-2-aldehyde), C(#N)[BH3-].[Na+] (sodium cyanoborohydride), C(CC)N(C1=CC=C(C=C1)NC(C1=CC=C(C=C1)CNCC=1NC=CN1)=O)CCC (N-(4-dipropylamino-phenyl)-4-{[(1H-imidazol-2-ylmethyl)amino]methyl}-benzamide). The product is C(CC)N(CCC)CC1=CC=C(C=C1)NC(C1=CC=C(C=C1)CN(CC1=NC2=CC=CC=C2C=C1)CC=1NC=CN1)=O (N-(4-dipropylaminomethylphenyl)-4-{[(1H-imidazol-2-ylmethyl)-(quinolin-2-ylmethyl)-amino]-methyl}-benzamide). Reactants: C(C)(C)(C)C1=CC=C(CN2C(N(C(C2)CCCC2=CC=C(C=C2)OC)C)=O)C=C1 (1-(4-tert-Butyl-benzyl)-4-[3-(4-methoxy-phenyl)-propyl]-3-methyl-imidazolidin-2-one), II (iodine). The reagents and catalysts are S(=O)(=O)([O-])[O-].[Ag+2] (silver sulfate). Solvent: C(C)O (ethanol). Run at time 8 hour. The product is C(C)(C)(C)C1=CC=C(CN2C(N(C(C2)CCCC2=CC(=C(C=C2)OC)I)C)=O)C=C1 (1-(4-tert-Butyl-benzyl)-4-[3-(3-iodo-4-methoxy-phenyl)-propyl]-3-methyl-imidazolidin-2-one). The yield is 70.1%. As a reaction SMILES: [C:1]([C:5]1[CH:29]=[CH:28][C:8]([CH2:9][N:10]2[CH2:14][CH:13]([CH2:15][CH2:16][CH2:17][C:18]3[CH:23]=[CH:22][C:21]([O:24][CH3:25])=[CH:20][CH:19]=3)[N:12]([CH3:26])[C:11]2=[O:27])=[CH:7][CH:6]=1)([CH3:4])([CH3:3])[CH3:2].[I:30]I>C(O)C.S([O-])([O-])(=O)=O.[Ag+2]>[C:1]([C:5]1[CH:29]=[CH:28][C:8]([CH2:9][N:10]2[CH2:14][CH:13]([CH2:15][CH2:16][CH2:17][C:18]3[CH:19]=[CH:20][C:21]([O:24][CH3:25])=[C:22]([I:30])[CH:23]=3)[N:12]([CH3:26])[C:11]2=[O:27])=[CH:7][CH:6]=1)([CH3:4])([CH3:2])[CH3:3] |f:3.4|. Procedure details: To a solution of 1-(4-tert-Butyl-benzyl)-4-[3-(4-methoxy-phenyl)-propyl]-3-methyl-imidazolidin-2-one (0.630 g, 1.60 mmole) in ethanol (15 mL), is added iodine (0.810 g, 3.20 mmole) followed by silver sulfate (0.998 g, 3.20 mmole). The reaction mixture is stirred at room temperature overnight. The precipitate is removed through filtration, and the solution is concentrated in vacuo. The residue is purified by column chromatography (silica gel, gradient elution 0-20% acetone in hexane) to provide a... The reactants are [BH4-], C1CCOC1, CO, CC(C)(C)OC(=O)NC1(c2ccc(-c3c(-c4ccc([N+](=O)[O-])cc4)nc4n3-c3cccnc3Nc3ccccc3-4)cc2)CCC1, [Na+], Cl[Ni]Cl. Product: CC(C)(C)OC(=O)NC1(c2ccc(-c3c(-c4ccc(N)cc4)nc4n3-c3cccnc3Nc3ccccc3-4)cc2)CCC1. As a reaction SMILES: [BH4-:46].[CH2:48]1[O:49][CH2:50][CH2:51][CH2:52]1.[CH3:53][OH:54].[N+:1]([O-:2])(=[O:3])[c:4]1[cH:5][cH:6][c:7](-[c:10]2[n:11][c:12]3[n:13]([c:27]2-[c:28]2[cH:29][cH:30][c:31]([C:34]4([NH:38][C:39]([O:40][C:41]([CH3:42])([CH3:43])[CH3:44])=[O:45])[CH2:35][CH2:36][CH2:37]4)[cH:32][cH:33]2)-[c:14]2[c:15]([n:23][cH:24][cH:25][cH:26]2)[NH:16][c:17]2[c:18]-3[cH:19][cH:20][cH:21][cH:22]2)[cH:8][cH:9]1.[Na+:47].[Ni:55]([Cl:56])[Cl:57]>>[NH2:1][c:4]1[cH:5][cH:6][c:7](-[c:10]2[n:11][c:12]3[n:13]([c:27]2-[c:28]2[cH:29][cH:30][c:31]([C:34]4([NH:38][C:39]([O:40][C:41]([CH3:42])([CH3:43])[CH3:44])=[O:45])[CH2:35][CH2:36][CH2:37]4)[cH:32][cH:33]2)-[c:14]2[c:15]([n:23][cH:24][cH:25][cH:26]2)[NH:16][c:17]2[c:18]-3[cH:19][cH:20][cH:21][cH:22]2)[cH:8][cH:9]1.